From a dataset of the Open Reaction Database (ORD), a public repository of structured organic reaction records. describe an organic reaction: reactants, conditions, products, and yield The reactants are ClCCl, CC(=O)Cl, CCN(C(C)C)C(C)C, CC(C)c1cc(Oc2c(Cl)cc(-n3nc(C#N)c(=O)[nH]c3=O)cc2Cl)nn(CO)c1=O. Yields the product CC(=O)OCn1nc(Oc2c(Cl)cc(-n3nc(C#N)c(=O)[nH]c3=O)cc2Cl)cc(C(C)C)c1=O. Reaction SMILES: [CH2:45]([Cl:46])[Cl:47].[CH3:41][C:42]([Cl:43])=[O:44].[CH:32]([N:33]([CH2:34][CH3:35])[CH:36]([CH3:37])[CH3:38])([CH3:39])[CH3:40].[Cl:1][c:2]1[cH:3][c:4](-[n:22]2[n:23][c:24]([C:30]#[N:31])[c:25](=[O:29])[nH:26][c:27]2=[O:28])[cH:5][c:6]([Cl:21])[c:7]1[O:8][c:9]1[n:10][n:11]([CH2:19][OH:20])[c:12](=[O:18])[c:13]([CH:15]([CH3:16])[CH3:17])[cH:14]1>>[Cl:1][c:2]1[cH:3][c:4](-[n:22]2[n:23][c:24]([C:30]#[N:31])[c:25](=[O:29])[nH:26][c:27]2=[O:28])[cH:5][c:6]([Cl:21])[c:7]1[O:8][c:9]1[n:10][n:11]([CH2:19][O:20][C:42]([CH3:41])=[O:44])[c:12](=[O:18])[c:13]([CH:15]([CH3:16])[CH3:17])[cH:14]1. Reactants: CCC#N, C[Si](C)(C)Cl, N#Cc1cccc(Cl)n1, [I-], [Na+]. Yields the product N#Cc1cccc(I)n1. As a reaction SMILES: [C:17](#[N:18])[CH2:19][CH3:20].[CH3:10][Si:11]([Cl:12])([CH3:13])[CH3:14].[Cl:1][c:2]1[cH:3][cH:4][cH:5][c:6]([C:8]#[N:9])[n:7]1.[I-:16].[Na+:15]>>[c:2]1([I:16])[cH:3][cH:4][cH:5][c:6]([C:8]#[N:9])[n:7]1. Reactants: [BH4-], CC(C)(C)NS(=O)(=O)c1ccccc1-c1ccc(N)cc1, Cc1ccccc1, CO, Cc1ncc(CO)c(C=O)c1O, Cl, [Na+], O, Cc1ccc(S(=O)(=O)O)cc1. Yields the product Cc1ncc(CO)c(CNc2ccc(-c3ccccc3S(=O)(=O)NC(C)(C)C)cc2)c1O. As a reaction SMILES: [BH4-:47].[C:14]([CH3:15])([CH3:16])([CH3:17])[NH:18][S:19](=[O:20])(=[O:21])[c:22]1[c:23](-[c:28]2[cH:29][cH:30][c:31]([NH2:34])[cH:32][cH:33]2)[cH:24][cH:25][cH:26][cH:27]1.[CH3:49][c:50]1[cH:51][cH:52][cH:53][cH:54][cH:55]1.[CH3:56][OH:57].[CH:1](=[O:2])[c:3]1[c:4]([CH2:5][OH:6])[cH:7][n:8][c:9]([CH3:10])[c:11]1[OH:12].[ClH:13].[Na+:48].[OH2:35].[c:36]1([CH3:37])[cH:38][cH:39][c:40]([S:41]([OH:42])(=[O:43])=[O:44])[cH:45][cH:46]1>>[CH2:1]([c:3]1[c:4]([CH2:5][OH:6])[cH:7][n:8][c:9]([CH3:10])[c:11]1[OH:12])[NH:34][c:31]1[cH:30][cH:29][c:28](-[c:23]2[c:22]([S:19]([NH:18][C:14]([CH3:15])([CH3:16])[CH3:17])(=[O:20])=[O:21])[cH:27][cH:26][cH:25][cH:24]2)[cH:33][cH:32]1.